From a dataset of the Open Reaction Database (ORD), a public repository of structured organic reaction records. describe an organic reaction: reactants, conditions, products, and yield Reaction SMILES: [CH2:1]1[CH:5]([CH2:6][CH2:7][CH2:8][CH2:9][C:10]([OH:12])=[O:11])[S:4][S:3][CH2:2]1.C(=O)(O)[O-].[Na+].[Na].[BH4-].[Na+].Cl.[H][H]>O>[SH:4][CH:5]([CH2:1][CH2:2][SH:3])[CH2:6][CH2:7][CH2:8][CH2:9][C:10]([OH:12])=[O:11] |f:1.2,4.5,^1:17|. Reported procedure: 6,8-Bismercaptooctancoic acid: α-Lipoic acid (5.15 g, 25.0 mmol) was suspended in 125 mL of water and sodium bicarbonate (2.10 g, 25.0 mmol) added. The mixture was sonicated to generate the sodium salt. The resulting pale yellow solution was cooled in an ice bath and solid sodium borohydride (1.90 g, 50.0 mmol) added with stirring in small portions over 20 min. The solution was stirred at ice bath temperature another 30 min, and then at room temperature for 30 min. The cloudy solution was cooled... The solvent is O (water). Starting materials: C1CSSC1CCCCC(=O)O (α-Lipoic acid), Cl (hydrochloric acid), [BH4-].[Na+] (sodium borohydride), [BH4-].[Na+] (sodium borohydride), C([O-])(O)=O.[Na+] (sodium bicarbonate), [Na] (sodium), [H][H] (hydrogen). Reaction conditions: time 20 minute. The yield is 100.0%. Yields the product SC(CCCCC(=O)O)CCS (6,8-bismercaptooctanoic acid). Starting materials: NC(C(CC(=O)OCC1=CC=CC=C1)C1=CC=C(C=C1)Br)=O (benzyl 4-amino-3-(4-bromophenyl)-4-oxobutanoate). Reagents/catalysts: [Pt](=O)=O (platinum(IV) oxide). Solvent: C(C)O.C(C)(=O)OCC (ethanol ethyl acetate). Run at time 2 hour. The product is NC(C(CC(=O)O)C1=CC=C(C=C1)Br)=O (4-Amino-3-(4-bromophenyl)-4-oxobutanoic acid). The yield is 78.0%. Reaction SMILES: [NH2:1][C:2](=[O:22])[CH:3]([C:15]1[CH:20]=[CH:19][C:18]([Br:21])=[CH:17][CH:16]=1)[CH2:4][C:5]([O:7]CC1C=CC=CC=1)=[O:6]>C(O)C.C(OCC)(=O)C.[Pt](=O)=O>[NH2:1][C:2](=[O:22])[CH:3]([C:15]1[CH:20]=[CH:19][C:18]([Br:21])=[CH:17][CH:16]=1)[CH2:4][C:5]([OH:7])=[O:6] |f:1.2|. Procedure details: A suspension of benzyl 4-amino-3-(4-bromophenyl)-4-oxobutanoate (1.14 g, 3.16 mmol) and platinum(IV) oxide (30 mg) in ethanol/ethyl acetate (5:1; 120 mL) was stirred under an hydrogen atmosphere for 2 h. After replacement of hydrogen with nitrogen the crude reaction mixture was filtered through a thin pad of celite and the filtrate evaporated to dryness to give the title compound as a white solid (671 mg, 78%). LC/MS: 2.41 min; z/e 271 and 273, calcd (M+1) 271 and 271. 1H NMR (400 MHz: DMSO-d6):...